Task: describe an organic reaction: reactants, conditions, products, and yield. Dataset: the Open Reaction Database (ORD), a public repository of structured organic reaction records Run at temperature 60 celsius. RXN SMILES: [C:1](O)(=O)[CH3:2].Cl.[CH2:6]([O:13][C:14]1[CH:19]=[CH:18][C:17]([NH:20][NH2:21])=[CH:16][CH:15]=1)[C:7]1[CH:12]=[CH:11][CH:10]=[CH:9][CH:8]=1.C(=O)(O)[O-].[Na+]>CO>[CH2:6]([O:13][C:14]1[CH:15]=[CH:16][C:17]([N:20]2[C:8]([C:1]3[CH:2]=[CH:15][CH:16]=[CH:17][N:20]=3)=[CH:7][CH:6]=[N:21]2)=[CH:18][CH:19]=1)[C:7]1[CH:8]=[CH:9][CH:10]=[CH:11][CH:12]=1 |f:1.2,3.4|. Reactants: 3-Dimethylamino-1-pyridin-4-yl-propenone, C(C)(=O)O (acetic acid), Cl.C(C1=CC=CC=C1)OC1=CC=C(C=C1)NN ((4-Benzyloxy-phenyl)-hydrazine hydrogen chloride), C([O-])(O)=O.[Na+] (sodium bicarbonate). Product: C(C1=CC=CC=C1)OC1=CC=C(C=C1)N1N=CC=C1C1=NC=CC=C1 (2-(4-Benzyloxy-phenyl-2H-pyrazol-3-yl]-pyridine). Procedure: To a solution of 3-Dimethylamino-1-pyridin-4-yl-propenone (590 mg) in methanol (10 ml) was added acetic acid (0.5 ml) and (4-Benzyloxy-phenyl)-hydrazine hydrogen chloride (836 mg) and the reaction mixture heated to 60° C. for 6 h. The reaction mixture was poured into saturated sodium bicarbonate, extracted with ethyl acetate, dried magnesium sulfate, filtered and concentrated. Purification via combiflash MPLC provided the title compound (795 mg). MS: (M+H m/z=328.1). The solvent is CO (methanol). The reactants are [Br-].O([Si](C)(C)C(C)(C)C)C1=CC=C(C[P+](C2=CC=CC=C2)(C2=CC=CC=C2)C2=CC=CC=C2)C=C1 (4-(t-butyldimethylsiloxy)benzyltriphenylphosphonium bromide), C(CCCC)[Si]1(CCC(CC1)C1CCC(CC1)C=O)C1=CC=CC=C1 (4-(4-n-pentyl-4-phenyl-4-silacyclohexyl)cyclohexane carbaldehyde), BrCC(F)(F)F (1-bromo-2,2,2-trifluoroethane). Product: FC(COC1=CC=C(C=C1)CC[C@@H]1CC[C@H](CC1)[C@@H]1CC[Si@H](CC1)CCCCC)(F)F (trans-4-(trans-4-(2-(4-(2,2,2-trifluoroethoxy)phenyl)ethyl)cyclohexyl)-1-n-pentyl-1-silacyclohexane). Reaction SMILES: [Br-].[O:2]([C:10]1[CH:35]=[CH:34][C:13]([CH2:14][P+](C2C=CC=CC=2)(C2C=CC=CC=2)C2C=CC=CC=2)=[CH:12][CH:11]=1)[Si](C(C)(C)C)(C)C.[CH2:36]([Si:41]1(C2C=CC=CC=2)[CH2:46][CH2:45][CH:44]([CH:47]2[CH2:52][CH2:51][CH:50]([CH:53]=O)[CH2:49][CH2:48]2)[CH2:43][CH2:42]1)[CH2:37][CH2:38][CH2:39][CH3:40].Br[CH2:62][C:63]([F:66])([F:65])[F:64]>>[F:64][C:63]([F:66])([F:65])[CH2:62][O:2][C:10]1[CH:11]=[CH:12][C:13]([CH2:14][CH2:53][C@H:50]2[CH2:51][CH2:52][C@H:47]([C@H:44]3[CH2:45][CH2:46][Si@H:41]([CH2:36][CH2:37][CH2:38][CH2:39][CH3:40])[CH2:42][CH2:43]3)[CH2:48][CH2:49]2)=[CH:34][CH:35]=1 |f:0.1|. Reported procedure: The general procedure of Example 38 was repeated using 4-(t-butyldimethylsiloxy)benzyltriphenylphosphonium bromide, 4-(4-n-pentyl-4-phenyl-4-silacyclohexyl)cyclohexane carbaldehyde, and 1-bromo-2,2,2-trifluoroethane, thereby obtaining the intended compound. Starting materials: CO, [H][H], OC1CN(CCC2OCCO2)CCC1CNCc1ccccc1. As a reaction SMILES: [CH3:26][OH:27].[H:24][H:25].[O:1]1[CH:2]([CH2:6][CH2:7][N:8]2[CH2:9][CH:10]([OH:23])[CH:11]([CH2:14][NH:15][CH2:16][c:17]3[cH:18][cH:19][cH:20][cH:21][cH:22]3)[CH2:12][CH2:13]2)[O:3][CH2:4][CH2:5]1>>[O:1]1[CH:2]([CH2:6][CH2:7][N:8]2[CH2:9][CH:10]([OH:23])[CH:11]([CH2:14][NH2:15])[CH2:12][CH2:13]2)[O:3][CH2:4][CH2:5]1. The product is NCC1CCN(CCC2OCCO2)CC1O. The reactants are BrC(C=O)(C)C (2-bromo-2-methyl-propionaldehyde), C(C)OC(=O)CN1CCNCC1 (N-[(ethoxycarbonyl)methyl]-piperazine). The solvent is C(C)O (ethanol), C(C)O (ethanol). Run at time 72 hour. Product: CC(C=O)(C)N1CCN(CC1)CC(=O)OCC (Ethyl [4-(1,1-Dimethyl-2-oxo-ethyl)-piperazin-1-yl]-acetate). As a reaction SMILES: Br[C:2]([CH3:6])([CH3:5])[CH:3]=[O:4].[CH2:7]([O:9][C:10]([CH2:12][N:13]1[CH2:18][CH2:17][NH:16][CH2:15][CH2:14]1)=[O:11])[CH3:8]>C(O)C>[CH3:5][C:2]([N:16]1[CH2:15][CH2:14][N:13]([CH2:12][C:10]([O:9][CH2:7][CH3:8])=[O:11])[CH2:18][CH2:17]1)([CH3:6])[CH:3]=[O:4]. Reported procedure: A solution of 100 g 2-bromo-2-methyl-propionaldehyde in 20 ml of ethanol is added dropwise to a mixture of 25.0 g N-[(ethoxycarbonyl)methyl]-piperazine in 80 ml of ethanol at room temperature. The resulting mixture is stirred for 72 hours, concentrated in vacuo, and submitted directly to column chromatography on silica gel with methylene chloride/methanol (95:5 to 80:20) to give the title compound as a yellow oil. Yield: 10.0 g (62% of theory), Rf value: 0.60 (silica gel, methylene chloride/meth... Reactants: ClC1=C(OCCCCC(=O)O)C(=CC(=C1)OCC=C(Cl)Cl)Cl (5-(2,6-dichloro-4-(3,3-dichloro-2-propenyloxy)-phenoxy)valeric acid), C(C#C)NCC#C (dipropargylamine), CCN=C=NCCCN(C)C.Cl (WSC hydrochloride). Solvent: C(Cl)(Cl)Cl (chloroform). Yields the product ClC=1C=C(C=C(C1OCCCCC(N(CC#C)CC#C)=O)Cl)OCC=C(Cl)Cl (3,5-dichloro-1-(3,3-dichloro-2-propenyloxy)-4-(4-(N,N-dipropargylcarbamoyl)butyl-oxy)benzene). The yield is 88.0%. RXN SMILES: [Cl:1][C:2]1[CH:15]=[C:14]([O:16][CH2:17][CH:18]=[C:19]([Cl:21])[Cl:20])[CH:13]=[C:12]([Cl:22])[C:3]=1[O:4][CH2:5][CH2:6][CH2:7][CH2:8][C:9]([OH:11])=O.[CH2:23]([NH:26][CH2:27][C:28]#[CH:29])[C:24]#[CH:25].CCN=C=NCCCN(C)C.Cl>C(Cl)(Cl)Cl>[Cl:22][C:12]1[CH:13]=[C:14]([O:16][CH2:17][CH:18]=[C:19]([Cl:21])[Cl:20])[CH:15]=[C:2]([Cl:1])[C:3]=1[O:4][CH2:5][CH2:6][CH2:7][CH2:8][C:9](=[O:11])[N:26]([CH2:27][C:28]#[CH:29])[CH2:23][C:24]#[CH:25] |f:2.3|. Procedure details: To a solution of 0.20 g of 5-(2,6-dichloro-4-(3,3-dichloro-2-propenyloxy)-phenoxy)valeric acid and 0.05 g of dipropargylamine dissolved in 10 ml of chloroform was added 0.11 g of WSC hydrochloride, while stirring at room temperature. After stirring at room temperature for 24 hours, the reaction mixture was concentrated to give a residue. The residue was subjected to silica gel chromatography, which afforded 0.21 g of 3,5-dichloro-1-(3,3-dichloro-2-propenyloxy)-4-(4-(N,N-dipropargylcarbamoyl)buty... Starting materials: O.C1(=CC=C(C=C1)S(=O)(=O)O)C (p-toluenesulfonic acid monohydrate), O (water), resultant mixture, Cl.CN1C(N(C(C=C1N1CCN(CC1)CCCOC1=C(C=C(C=C1)[N+](=O)[O-])OCC=C)=O)C)=O (1,3-dimethyl-6-{4-[3-(2-allyloxy-4-nitrophenyloxy)propyl]piperazin-1-yl}-2,4(1H,3H)-pyrimidinedione hydrochloride), Cl.CN1C(N(C(C=C1N1CCN(CC1)CCCOC1=C(C=C(C=C1)[N+](=O)[O-])OCC=C)=O)C)=O (1,3-dimethyl-6-{4-[3-(2-allyloxy-4-nitrophenyloxy)propyl]piperazin-1-yl}-2,4(1H,3H)-pyrimidinedione hydrochloride). Reagents/catalysts: [Pd] (Pd). Solvent: CO (methanol). The product is CN1C(N(C(C=C1N1CCN(CC1)CCCOC1=C(C=C(C=C1)[N+](=O)[O-])O)=O)C)=O (1,3-dimethyl-6-{4-[3-(2-hydroxy-4-nitrophenyloxy)propyl]piperazin-1-yl}-2,4(1H,3H)-pyrimidinedione). Yield: 78.8%. RXN SMILES: Cl.[CH3:2][N:3]1[C:8]([N:9]2[CH2:14][CH2:13][N:12]([CH2:15][CH2:16][CH2:17][O:18][C:19]3[CH:24]=[CH:23][C:22]([N+:25]([O-:27])=[O:26])=[CH:21][C:20]=3[O:28]CC=C)[CH2:11][CH2:10]2)=[CH:7][C:6](=[O:32])[N:5]([CH3:33])[C:4]1=[O:34].O.C1(C)C=CC(S(O)(=O)=O)=CC=1.O>CO.[Pd]>[CH3:2][N:3]1[C:8]([N:9]2[CH2:14][CH2:13][N:12]([CH2:15][CH2:16][CH2:17][O:18][C:19]3[CH:24]=[CH:23][C:22]([N+:25]([O-:27])=[O:26])=[CH:21][C:20]=3[OH:28])[CH2:11][CH2:10]2)=[CH:7][C:6](=[O:32])[N:5]([CH3:33])[C:4]1=[O:34] |f:0.1,2.3|. Procedure: 0.6 g of 1,3-dimethyl-6-{4-[3-(2-allyloxy-4-nitrophenyloxy)propyl]piperazin-1-yl}-2,4(1H,3H)-pyrimidinedione (Compound 161--free form) was dissolved in 10 ml of methanol, followed by the addition of 0.1 g of 10% Pd/activated carbon, 0.1 g of p-toluenesulfonic acid monohydrate and 2 ml of water. The resultant mixture was heated for 15 hours under stirring and reflux. After allowing the reaction mixture to cool down, insoluble matters were filtered off and the filtrate was concentrated. The residu... The reactants are [Al+3], CCS, CCOC(=O)CC1CCc2cc(OCCCOc3ccc(-c4nc5c(s4)CCCC5)cc3OC)ccc21, [Cl-], [Cl-], [Cl-], ClCCl. Product: CCOC(=O)CC1CCc2cc(OCCCOc3ccc(-c4nc5c(s4)CCCC5)cc3O)ccc21. RXN SMILES: [Al+3:39].[CH2:42]([SH:43])[CH3:44].[CH3:1][O:2][c:3]1[c:4]([O:5][CH2:6][CH2:7][CH2:8][O:9][c:10]2[cH:11][c:12]3[c:16]([cH:17][cH:18]2)[CH:15]([CH2:19][C:20](=[O:21])[O:22][CH2:23][CH3:24])[CH2:14][CH2:13]3)[cH:25][cH:26][c:27](-[c:29]2[s:30][c:31]3[c:32]([n:33]2)[CH2:34][CH2:35][CH2:36][CH2:37]3)[cH:28]1.[Cl-:38].[Cl-:40].[Cl-:41].[Cl:45][CH2:46][Cl:47]>>[OH:2][c:3]1[c:4]([O:5][CH2:6][CH2:7][CH2:8][O:9][c:10]2[cH:11][c:12]3[c:16]([cH:17][cH:18]2)[CH:15]([CH2:19][C:20](=[O:21])[O:22][CH2:23][CH3:24])[CH2:14][CH2:13]3)[cH:25][cH:26][c:27](-[c:29]2[s:30][c:31]3[c:32]([n:33]2)[CH2:34][CH2:35][CH2:36][CH2:37]3)[cH:28]1. Starting materials: CC=1N=COC1CCNCCN (N-[2-(4-methyl-5-oxazolyl)ethyl]ethylenediamine), CN(CCN=C=S)C (2-dimethylaminoethyl isothiocyanate). The product is CN(CCNC(=S)NCCNCCC1=C(N=CO1)C)C (N-(2-Dimethylaminoethyl)-N'-[2-(2-(4-methyl-5-oxazolyl)ethyl)aminoethyl]thiourea). Reaction SMILES: [CH3:1][C:2]1[N:3]=[CH:4][O:5][C:6]=1[CH2:7][CH2:8][NH:9][CH2:10][CH2:11][NH2:12].[CH3:13][N:14]([CH3:20])[CH2:15][CH2:16][N:17]=[C:18]=[S:19]>>[CH3:13][N:14]([CH3:20])[CH2:15][CH2:16][NH:17][C:18]([NH:12][CH2:11][CH2:10][NH:9][CH2:8][CH2:7][C:6]1[O:5][CH:4]=[N:3][C:2]=1[CH3:1])=[S:19]. Reported procedure: By the procedure of Example 40(a)(ii), N-[2-(4-methyl-5-oxazolyl)ethyl]ethylenediamine [prepared by reacting ethylenediamine with 5-(2-chloroethyl)-4-methyloxazole] is reacted with 2-dimethylaminoethyl isothiocyanate to give the title compound. Starting materials: CC(C)(C)OC(=O)Nc1cc(C#N)cc(C(C)(C)C)c1, Cl, C1COCCO1. The product is CC(C)(C)c1cc(N)cc(C#N)c1. Reaction SMILES: [C:1]([CH3:2])([CH3:3])([CH3:4])[c:5]1[cH:6][c:7]([NH:13][C:14](=[O:15])[O:16][C:17]([CH3:18])([CH3:19])[CH3:20])[cH:8][c:9]([C:11]#[N:12])[cH:10]1.[ClH:21].[O:22]1[CH2:23][CH2:24][O:25][CH2:26][CH2:27]1>>[C:1]([CH3:2])([CH3:3])([CH3:4])[c:5]1[cH:6][c:7]([NH2:13])[cH:8][c:9]([C:11]#[N:12])[cH:10]1.